This data is from the Open Reaction Database (ORD), a public repository of structured organic reaction records. The task is: describe an organic reaction: reactants, conditions, products, and yield The reactants are O1CCC(CC1)(C(=O)OC)C(=O)OC (dimethyl tetrahydro-4H-pyran-4,4-dicarboxylate), solution, [H-] (hydride), C1(=CC=CC=C1)C (toluene). The solvent is ClCCl (dichloromethane). Conditions: time 3 hour. Product: C(=O)C1(CCOCC1)C(=O)OC (Methyl 4-formyltetrahydro-2H-pyran-4-carboxylate). Reaction SMILES: [O:1]1[CH2:6][CH2:5][C:4]([C:11](OC)=[O:12])([C:7]([O:9][CH3:10])=[O:8])[CH2:3][CH2:2]1.[H-].C1(C)C=CC=CC=1>ClCCl>[CH:11]([C:4]1([C:7]([O:9][CH3:10])=[O:8])[CH2:5][CH2:6][O:1][CH2:2][CH2:3]1)=[O:12]. Reported procedure: To a solution of dimethyl tetrahydro-4H-pyran-4,4-dicarboxylate (3.9 g, 19.3 mmol) in dichloromethane (38 mL) was added dropwise a 1.01 M solution of diisobutylalminium hydride in toluene (38.2 mL, 38.6 mmol) at −78° C. over 30 min period. After being stirred at this temperature for 3 h, the mixture was quenched with followed by addition of aq. ammonium chloride and 2N hydrochloric acid. The mixture was allowed to warm to room temperature and filtered through a pad of celite. The filtrate was wa... Starting materials: NC=1C=C(C=CC1)C1=NN2C(C=CC=C2)=C1C1=NC(=NC=C1)NC1=CC(=CC=C1)CN(C)C (4-[2-(3-aminophenyl)pyrazolo[1,5-a]pyridin-3-yl]-N-{3-[(dimethylamino)methyl]phenyl}-2-pyrimidinamine), S1C(=CC=C1)CC(=O)Cl (2-thiopheneacetyl chloride). The product is CN(C)CC=1C=C(C=CC1)NC1=NC=CC(=N1)C=1C(=NN2C1C=CC=C2)C=2C=C(C=CC2)NC(CC=2SC=CC2)=O (N-(3-{3-[2-({3-[(Dimethylamino)methyl]phenyl}amino)-4-pyrimidinyl]pyrazolo[1,5-a]pyridin-2-yl}phenyl)-2-(2-thienyl)acetamide). Yield: 88.0%. As a reaction SMILES: [NH2:1][C:2]1[CH:3]=[C:4]([C:8]2[C:16]([C:17]3[CH:22]=[CH:21][N:20]=[C:19]([NH:23][C:24]4[CH:29]=[CH:28][CH:27]=[C:26]([CH2:30][N:31]([CH3:33])[CH3:32])[CH:25]=4)[N:18]=3)=[C:11]3[CH:12]=[CH:13][CH:14]=[CH:15][N:10]3[N:9]=2)[CH:5]=[CH:6][CH:7]=1.[S:34]1[CH:38]=[CH:37][CH:36]=[C:35]1[CH2:39][C:40](Cl)=[O:41]>>[CH3:32][N:31]([CH2:30][C:26]1[CH:25]=[C:24]([NH:23][C:19]2[N:18]=[C:17]([C:16]3[C:8]([C:4]4[CH:3]=[C:2]([NH:1][C:40](=[O:41])[CH2:39][C:35]5[S:34][CH:38]=[CH:37][CH:36]=5)[CH:7]=[CH:6][CH:5]=4)=[N:9][N:10]4[CH:15]=[CH:14][CH:13]=[CH:12][C:11]=34)[CH:22]=[CH:21][N:20]=2)[CH:29]=[CH:28][CH:27]=1)[CH3:33]. Procedure details: The title compound was prepared from 4-[2-(3-aminophenyl)pyrazolo[1,5-a]pyridin-3-yl]-N-{3-[(dimethylamino)methyl]phenyl}-2-pyrimidinamine and 2-thiopheneacetyl chloride using acylation conditions described in Example 1, Step F to generate the product in 88% yield. 1H NMR (400 MHz, DMSO-d6): δ 2.11 (s, 6H), 3.26 (s, 2H), 3.86 (s, 2H), 6.46 (d, 1H, J=5.3 Hz), 6.85 (d, 1H, J=7.5 Hz), 6.96 (m, 2H), 7.10-7.19 (m, 2H), 7.26 (d, 1H, J=7.9 Hz), 7.36-7.48 (m, 3H), 7.62 (d, 1H, J=8.2 Hz), 7.69 (s, 1H), 7... Reactants: [N+](=O)([O-])C=1C(=C(C=C(C1OC)[N+](=O)[O-])Cl)OC (3,5-dinitro-2,4-dimethoxychlorobenzene), C1=CCCCC1 (cyclohexene). The reagents and catalysts are [Pd] (palladium on charcoal). The solvent is C(C)O (ethanol). Yields the product NC=1C(=C(C(=C(C1)Cl)OC)[N+](=O)[O-])OC (5-amino-2,4-dimethoxy-3-nitrochlorobenzene). RXN SMILES: [N+:1]([C:4]1[C:5]([O:16][CH3:17])=[C:6]([Cl:15])[CH:7]=[C:8]([N+:12]([O-])=O)[C:9]=1[O:10][CH3:11])([O-:3])=[O:2].C1CCCCC=1>[Pd].C(O)C>[NH2:12][C:8]1[C:9]([O:10][CH3:11])=[C:4]([N+:1]([O-:3])=[O:2])[C:5]([O:16][CH3:17])=[C:6]([Cl:15])[CH:7]=1. Reported procedure: The mixture consisting of 0.2 mole (52.5 g) of 3,5-dinitro-2,4-dimethoxychlorobenzene, 15.9 g of palladium on charcoal (10%) in 260 ml of absolute ethanol containing 110 ml of cyclohexene was heated to reflux for 1 hour. The catalyst was removed by filtration. After evaporation to dryness under vacuum, an oil was obtained which crystallized after an addition of iced water. After thorough draining and drying, the product obtained was recrystallized from a benzene and cyclohexane mixture. It melte... Starting materials: [H-].[Na+] (Sodium hydride), FC1=C(CO)C=CC(=C1)F (2,4-difluorobenzyl alcohol), C(#N)C1=CC(=NC(=C1)OC1=CC(=NN1C)C(F)(F)F)OC1=CC(=NN1C)C(F)(F)F (4-Cyano-2.6-bis(1-methyl-3-trifluoromethylpyrazol-5-yloxy)pyridine). Run in CCCCC.C(C)(=O)OCC (pentane ethyl acetate), S1(=O)(=O)CCCC1 (sulfolane). Run at temperature 90 celsius, time 1 hour. Product: C(#N)C1=CC(=NC(=C1)OCC1=C(C=C(C=C1)F)F)OC1=CC(=NN1C)C(F)(F)F (4-Cyano-6-(2,4-difluorobenzyloxy)-2-(1 -methyl-3-trifluoromethylpyrazol-5-yloxy)pyridine). Yield: 21.2%. RXN SMILES: [H-].[Na+].[F:3][C:4]1[CH:11]=[C:10]([F:12])[CH:9]=[CH:8][C:5]=1[CH2:6][OH:7].[C:13]([C:15]1[CH:20]=[C:19]([O:21][C:22]2[N:26]([CH3:27])[N:25]=[C:24]([C:28]([F:31])([F:30])[F:29])[CH:23]=2)[N:18]=[C:17](OC2N(C)N=C(C(F)(F)F)C=2)[CH:16]=1)#[N:14]>S1(CCCC1)(=O)=O.CCCCC.C(OCC)(=O)C>[C:13]([C:15]1[CH:16]=[C:17]([O:7][CH2:6][C:5]2[CH:8]=[CH:9][C:10]([F:12])=[CH:11][C:4]=2[F:3])[N:18]=[C:19]([O:21][C:22]2[N:26]([CH3:27])[N:25]=[C:24]([C:28]([F:31])([F:30])[F:29])[CH:23]=2)[CH:20]=1)#[N:14] |f:0.1,5.6|. Reported procedure: Sodium hydride (0.1 g, 60%, 2.5 mmol) is added to a solution of 2,4-difluorobenzyl alcohol (0.28 ml, 2.5 mmol) in sulfolane (5 ml) at 50° C. After 1 hour at 50° C., 4-cyano-2,6-bis(1-methyl-3-trifluoromethylpyrazol-5-yloxy)pyridine (1 g, 2.3 mmol) (from Example 2) is added to the reaction mixture. The mixture is heated to 90° C. overnight. After cooling, the reaction mixture is diluted with pentane/ethyl acetate (by volume ration 1/1) and filtered through a bed of silica gel. The filtrate is was... Starting materials: 51, [N+](=O)([O-])C1=CC=C(C(Br)Br)C=C1 (p-nitrobenzal bromide), C(Cl)(Cl)(Cl)Cl (carbon tetrachloride), 80, BrBr (bromine), [OH-].[Na+] (sodium hydroxide). Solvent: O (water). Conditions: time 2.5 hour. The product is 58, [N+](=O)([O-])C1=CC=C(C=C1)C(Br)(Br)Br (p-nitrobenzotribromide). Isolated yield 90.0%. RXN SMILES: [N+:1]([C:4]1[CH:12]=[CH:11][C:7]([CH:8]([Br:10])[Br:9])=[CH:6][CH:5]=1)([O-:3])=[O:2].C(Cl)(Cl)(Cl)Cl.[Br:18]Br.[OH-].[Na+]>O>[N+:1]([C:4]1[CH:12]=[CH:11][C:7]([C:8]([Br:18])([Br:9])[Br:10])=[CH:6][CH:5]=1)([O-:3])=[O:2] |f:3.4|. Reported procedure: A solution of 51 parts of p-nitrobenzal bromide in 500 parts of carbon tetrachloride is added to a solution of 80 parts of bromine plus 160 parts of 50% sodium hydroxide in 2,000 parts of water at 50° C. The mixture is stirred with a mechanical stirrer for 2.5 hours. The carbon tetrachloride layer is separated, dried and evaporated to give 58 parts (90% yield) of p-nitrobenzotribromide, m.p. 81-3° C. Reactants: CCOCC, [Cl-], OC(c1cccs1)C(Cl)(Cl)Cl, [K+], [Li+], C1COCCO1, [OH-], O. Yields the product O=C(O)C(O)c1cccs1. RXN SMILES: [CH2:23]([O:24][CH2:25][CH3:26])[CH3:27].[Cl-:5].[Cl:6][C:7]([CH:8]([OH:9])[c:10]1[s:11][cH:12][cH:13][cH:14]1)([Cl:15])[Cl:16].[K+:3].[Li+:4].[O:17]1[CH2:18][CH2:19][O:20][CH2:21][CH2:22]1.[OH-:2].[OH2:1]>>[O:1]=[C:7]([OH:2])[CH:8]([OH:9])[c:10]1[s:11][cH:12][cH:13][cH:14]1.